Dataset: the Open Reaction Database (ORD), a public repository of structured organic reaction records. Task: describe an organic reaction: reactants, conditions, products, and yield Starting materials: C#Cc1ccc(CCC(=O)OC)cc1, FC(F)(F)c1cccc(I)c1. Yields the product COC(=O)CCc1ccc(C#Cc2cccc(C(F)(F)F)c2)cc1. As a reaction SMILES: [C:1](#[CH:2])[c:3]1[cH:4][cH:5][c:6]([CH2:9][CH2:10][C:11](=[O:12])[O:13][CH3:14])[cH:7][cH:8]1.[I:15][c:16]1[cH:17][c:18]([C:22]([F:23])([F:24])[F:25])[cH:19][cH:20][cH:21]1>>[C:1](#[C:2][c:16]1[cH:17][c:18]([C:22]([F:23])([F:24])[F:25])[cH:19][cH:20][cH:21]1)[c:3]1[cH:4][cH:5][c:6]([CH2:9][CH2:10][C:11](=[O:12])[O:13][CH3:14])[cH:7][cH:8]1. Starting materials: C(C)C=1C=C(C(=O)O)C=C(N1)C (2-ethyl-6-methyl-isonicotinic acid), CC1(C2C1CC1=C(SC(=C21)C)C(=O)NN)C (1,1,2-trimethyl-1,1a,5,5a-tetrahydro-3-thia-cyclopropa[a]pentalene-4-carboxylic acid hydrazide), C=1C=CC2=C(C1)N=NN2O (HOBt), TEA, C(CCl)Cl (EDC). The solvent is C(Cl)Cl (DCM). Conditions: time 15 hour. The product is CC1(C2C1CC1=C(SC(=C21)C)C(=O)NNC(C2=CC(=NC(=C2)C)CC)=O)C (2-ethyl-6-methyl-isonicotinic acid N′-(1,1,2-trimethyl-1,1a,5,5a-tetrahydro-3-thia-cyclopropa[a]pentalene-4-carbonyl)-hydrazide). The yield is 172.2%. RXN SMILES: [CH2:1]([C:3]1[CH:4]=[C:5]([CH:9]=[C:10]([CH3:12])[N:11]=1)[C:6]([OH:8])=O)[CH3:2].[CH3:13][C:14]1([CH3:28])[CH:16]2[CH2:17][C:18]3[C:22]([CH:15]12)=[C:21]([CH3:23])[S:20][C:19]=3[C:24]([NH:26][NH2:27])=[O:25].C1C=CC2N(O)N=NC=2C=1.C(Cl)CCl>C(Cl)Cl>[CH3:13][C:14]1([CH3:28])[CH:16]2[CH2:17][C:18]3[C:22]([CH:15]12)=[C:21]([CH3:23])[S:20][C:19]=3[C:24]([NH:26][NH:27][C:6](=[O:8])[C:5]1[CH:9]=[C:10]([CH3:12])[N:11]=[C:3]([CH2:1][CH3:2])[CH:4]=1)=[O:25]. Reported procedure: To a mixture of 2-ethyl-6-methyl-isonicotinic acid (87.9 mg, 0.53 mmol), 1,1,2-trimethyl-1,1a,5,5a-tetrahydro-3-thia-cyclopropa[a]pentalene-4-carboxylic acid hydrazide (141.8 mg, 0.6 mmol), HOBt (100 mg, 0.74 mmol) and TEA (0.42 mL) in DCM (5 mL) is added at 0° C. EDC (200 mg, 0.78 mmol). The mixture is stirred for 15 h during which time it warmed from 0° C. to rt. The mixture is quenched with EA (50 mL) and washed with 1M aq. NaOH (2×10 mL). The organic phase is dried (Na2SO4), filtered and eva... Reactants: CC(C)(C)C(=O)Cl, CCN(C(C)C)C(C)C, O=C(NC1CNC1)c1cnc(-c2cccc(F)c2)nc1, CN(C)C=O. Product: CC(C)(C)C(=O)N1CC(NC(=O)c2cnc(-c3cccc(F)c3)nc2)C1. As a reaction SMILES: [C:30]([C:31]([CH3:32])([CH3:33])[CH3:34])(=[O:35])[Cl:36].[CH:21]([N:22]([CH2:23][CH3:24])[CH:25]([CH3:26])[CH3:27])([CH3:28])[CH3:29].[NH:1]1[CH2:2][CH:3]([NH:5][C:6](=[O:7])[c:8]2[cH:9][n:10][c:11](-[c:14]3[cH:15][c:16]([F:20])[cH:17][cH:18][cH:19]3)[n:12][cH:13]2)[CH2:4]1.[O:37]=[CH:38][N:39]([CH3:40])[CH3:41]>>[N:1]1([C:30]([C:31]([CH3:32])([CH3:33])[CH3:34])=[O:35])[CH2:2][CH:3]([NH:5][C:6](=[O:7])[c:8]2[cH:9][n:10][c:11](-[c:14]3[cH:15][c:16]([F:20])[cH:17][cH:18][cH:19]3)[n:12][cH:13]2)[CH2:4]1. Reaction SMILES: [CH2:24]([N+:25]([CH2:26][CH2:27][CH2:28][CH3:29])([CH2:30][CH2:31][CH2:32][CH3:33])[CH2:34][CH2:35][CH2:36][CH3:37])[CH2:38][CH2:39][CH3:40].[CH3:15][O:16][S:17]([O:18][CH3:19])(=[O:20])=[O:21].[I-:23].[Na+:2].[OH-:1].[OH2:22].[OH:3][CH2:4][CH:5]([C:6](=[O:7])[c:8]1[cH:9][cH:10][cH:11][cH:12][cH:13]1)[CH3:14]>>[O:3]([CH2:4][CH:5]([C:6](=[O:7])[c:8]1[cH:9][cH:10][cH:11][cH:12][cH:13]1)[CH3:14])[CH3:15]. Product: COCC(C)C(=O)c1ccccc1. Starting materials: CCCC[N+](CCCC)(CCCC)CCCC, COS(=O)(=O)OC, [I-], [Na+], [OH-], O, CC(CO)C(=O)c1ccccc1.